This data is from the Open Reaction Database (ORD), a public repository of structured organic reaction records. The task is: describe an organic reaction: reactants, conditions, products, and yield The reactants are C(CC)(=O)Cl (propionyl chloride), NC=1SC(=NN1)S (2-amino-5-mercapto-1,3,4-thiadiazole), O (water). The solvent is N1=CC=CC=C1 (pyridine). Run at time 4 hour. Product: C(CC)(=O)NC=1SC(=NN1)S (2-propionamido-5-mercapto-1,3,4-thiadiazole). Yield: 71.1%. As a reaction SMILES: [NH2:1][C:2]1[S:3][C:4]([SH:7])=[N:5][N:6]=1.[C:8](Cl)(=[O:11])[CH2:9][CH3:10].O>N1C=CC=CC=1>[C:8]([NH:1][C:2]1[S:3][C:4]([SH:7])=[N:5][N:6]=1)(=[O:11])[CH2:9][CH3:10]. Procedure details: To a suspension of 20 g of 2-amino-5-mercapto-1,3,4-thiadiazole in 200 ml of pyridine was added 14.6 g of propionyl chloride with cooling over a five minute period. After stirring the reaction mixture for 4 hours at room temperature, water was added and the resulting solid collected by filtration to give 20.2 g of 2-propionamido-5-mercapto-1,3,4-thiadiazole, m.p. 234°-237° C. Reactants: ClC1=CC=C(C=C1)C(C#N)=CC=1C=NC=CC1 (2-(4-chlorophenyl)-3-(3-pyridyl)acrylonitrile), [BH4-].[Na+] (sodium borohydride). Product: ClC1=CC=C(C=C1)C(C#N)CC=1C=NC=CC1 (2-(4-Chlorophenyl)-3-(3-pyridyl)propionitrile). Reaction SMILES: [Cl:1][C:2]1[CH:7]=[CH:6][C:5]([C:8](=[CH:11][C:12]2[CH:13]=[N:14][CH:15]=[CH:16][CH:17]=2)[C:9]#[N:10])=[CH:4][CH:3]=1.[BH4-].[Na+]>>[Cl:1][C:2]1[CH:3]=[CH:4][C:5]([CH:8]([CH2:11][C:12]2[CH:13]=[N:14][CH:15]=[CH:16][CH:17]=2)[C:9]#[N:10])=[CH:6][CH:7]=1 |f:1.2|. Procedure: This intermediate (64 g.) was prepared using the procedure described in Example 12b except using 80 g. (0.3 mole) of 2-(4-chlorophenyl)-3-(3-pyridyl)acrylonitrile, and 14 g. (0.36 mole) of sodium borohydride. Reactants: CO, COc1cc2c(cc1Br)C(C1CC1)CN(C(=O)C(F)(F)F)CC2, [Na+], [OH-]. Product: COc1cc2c(cc1Br)C(C1CC1)CNCC2. As a reaction SMILES: [CH3:26][OH:27].[F:1][C:2]([F:3])([F:4])[C:22]([N:5]1[CH2:6][CH2:7][c:8]2[c:9]([cH:15][c:16]([Br:21])[c:17]([O:19][CH3:20])[cH:18]2)[CH:10]([CH:12]2[CH2:13][CH2:14]2)[CH2:11]1)=[O:23].[Na+:25].[OH-:24]>>[NH:5]1[CH2:6][CH2:7][c:8]2[c:9]([cH:15][c:16]([Br:21])[c:17]([O:19][CH3:20])[cH:18]2)[CH:10]([CH:12]2[CH2:13][CH2:14]2)[CH2:11]1. The reactants are C(CS)(=O)OC (methyl thioglycolate), [H-].[Na+] (sodium hydride), C(C1=CC=CC=C1)(C1=CC=CC=C1)Br (Benzhydryl bromide). Solvent: O1CCCC1 (tetrahydrofuran). Reaction conditions: time 10 minute. Product: C1(=CC=CC=C1)C(SCC(=O)OC)C1=CC=CC=C1 (methyl [[(diphenyl)methyl]thio]acetate). The yield is 15.0%. Reaction SMILES: [C:1]([O:5][CH3:6])(=[O:4])[CH2:2][SH:3].[H-].[Na+].[CH:9](Br)([C:16]1[CH:21]=[CH:20][CH:19]=[CH:18][CH:17]=1)[C:10]1[CH:15]=[CH:14][CH:13]=[CH:12][CH:11]=1>O1CCCC1>[C:10]1([CH:9]([C:16]2[CH:17]=[CH:18][CH:19]=[CH:20][CH:21]=2)[S:3][CH2:2][C:1]([O:5][CH3:6])=[O:4])[CH:15]=[CH:14][CH:13]=[CH:12][CH:11]=1 |f:1.2|. Procedure details: To a solution of methyl thioglycolate (5.95 g, 56 mmol) in 225 mL of tetrahydrofuran is added sodium hydride (2.5 g of 60% NaH in oil, 62.5 mmol). The mixture is stirred at room temperature for 10 minutes. Benzhydryl bromide (Aldrich of Milwaukee, Wis.; hereinafter "Aldrich") (15.3 g, 62 mmol) is added and the reaction mixture is stirred at room temperature for 3 days and then concentrated in vacuo. The residue is taken up in ethyl acetate and washed with saturated aqueous sodium bicarbonate, 10...